This data is from the Open Reaction Database (ORD), a public repository of structured organic reaction records. The task is: describe an organic reaction: reactants, conditions, products, and yield The reactants are S([O-])(O)=O.[Na+] (sodium bisulfite), C([O-])([O-])=O.[Na+].[Na+] (sodium carbonate), OOS(=O)[O-].[K+] (oxone), CC1=C(C(=NO1)C1=CC=CC=C1)C1=NN=C(O1)C1=CC=C(C=C1)N1CCSCC1 (4-{4-[5-(5-methyl-3-phenyl-isoxazol-4-yl)-[1,3,4]oxadiazol-2-yl]-phenyl}-thiomorpholine), OOS(=O)[O-].[K+] (oxone). Run in CO (methanol), O (water). Conditions: temperature 50 celsius, time 4 hour. The product is CC1=C(C(=NO1)C1=CC=CC=C1)C1=NN=C(O1)C1=CC=C(C=C1)N1CCS(CC1)(=O)=O (4-{4-[5-(5-Methyl-3-phenyl-isoxazol-4-yl)-[1,3,4]oxadiazol-2-yl]-phenyl}-thiomorpholine 1,1-dioxide). The yield is 29.1%. As a reaction SMILES: [CH3:1][C:2]1[O:6][N:5]=[C:4]([C:7]2[CH:12]=[CH:11][CH:10]=[CH:9][CH:8]=2)[C:3]=1[C:13]1[O:17][C:16]([C:18]2[CH:23]=[CH:22][C:21]([N:24]3[CH2:29][CH2:28]S[CH2:26][CH2:25]3)=[CH:20][CH:19]=2)=[N:15][N:14]=1.O[O:31][S:32]([O-:34])=O.[K+].S(=O)(O)[O-].[Na+].C(=O)([O-])[O-].[Na+].[Na+]>CO.O>[CH3:1][C:2]1[O:6][N:5]=[C:4]([C:7]2[CH:12]=[CH:11][CH:10]=[CH:9][CH:8]=2)[C:3]=1[C:13]1[O:17][C:16]([C:18]2[CH:19]=[CH:20][C:21]([N:24]3[CH2:25][CH2:26][S:32](=[O:34])(=[O:31])[CH2:28][CH2:29]3)=[CH:22][CH:23]=2)=[N:15][N:14]=1 |f:1.2,3.4,5.6.7|. Procedure details: To a suspension of 4-{4-[5-(5-methyl-3-phenyl-isoxazol-4-yl)-[1,3,4]oxadiazol-2-yl]-phenyl}-thiomorpholine (239 mg, 0.59 mmol) in methanol (2 mL) and water (0.5 mL) was added oxone (545 mg, 0.89 mmol) and stirred for 18 h at 60° C. and for 4 h at 50° C. After the reaction mixture was cooled to ambient temperature further oxone (331 mg, 0.54 mmol) was added and stirred for 18 h at 50° C. It was cooled to ambient temperature and aqueous sodium bisulfite (38%, 1.5 mL) was then added and stirred for... Reaction SMILES: [CH3:20][c:21]1[cH:22][cH:23][cH:24][cH:25][cH:26]1.[CH:1]1([CH2:2][OH:3])[CH2:4][O:5]1.[Na+:19].[OH-:18].[OH2:6].[c:7]1([CH3:17])[cH:8][cH:9][c:10]([S:13](=[O:14])(=[O:15])[Cl:16])[cH:11][cH:12]1>>[CH:1]1([CH2:2][O:3][S:13]([c:10]2[cH:9][cH:8][c:7]([CH3:17])[cH:12][cH:11]2)(=[O:14])=[O:15])[CH2:4][O:5]1. Reactants: Cc1ccccc1, OCC1CO1, [Na+], [OH-], O, Cc1ccc(S(=O)(=O)Cl)cc1. Product: Cc1ccc(S(=O)(=O)OCC2CO2)cc1.